This data is from the Open Reaction Database (ORD), a public repository of structured organic reaction records. The task is: describe an organic reaction: reactants, conditions, products, and yield The reactants are BrCCCCC(COC1OCCCC1)(C)C (2-(6-bromo-2,2-dimethyl-hexyloxy)-tetrahydro-pyran), O.O.O.O.O.O.O.O.O.[S-2].[Na+].[Na+] (sodium sulfide nonahydrate). Run in C(C)O (ethanol), O (water). Conditions: time 18 hour. Product: CC(CCCCSCCCCC(COC1OCCCC1)(C)C)(COC1OCCCC1)C (bis-(5,5-dimethyl-6-tetrahydropyranyloxy-hexyl)-sulfide). The yield is 78.7%. Reaction SMILES: Br[CH2:2][CH2:3][CH2:4][CH2:5][C:6]([CH3:16])([CH3:15])[CH2:7][O:8][CH:9]1[CH2:14][CH2:13][CH2:12][CH2:11][O:10]1.[OH2:17].[OH2:18].O.O.O.O.O.O.O.[S-2:26].[Na+].[Na+]>C(O)C.O>[CH3:15][C:6]([CH3:16])([CH2:7][O:8][CH:9]1[CH2:14][CH2:13][CH2:12][CH2:11][O:10]1)[CH2:5][CH2:4][CH2:3][CH2:2][S:26][CH2:2][CH2:3][CH2:4][CH2:5][C:6]([CH3:16])([CH3:15])[CH2:7][O:17][CH:11]1[CH2:12][CH2:13][CH2:14][CH2:9][O:18]1 |f:1.2.3.4.5.6.7.8.9.10.11.12|. Procedure details: A solution of 2-(6-bromo-2,2-dimethyl-hexyloxy)-tetrahydro-pyran (14.9 g, 50.8 mmol) in ethanol (100 ml) was added dropwise over 30 min to a solution of sodium sulfide nonahydrate (6.10 g, 25.41 mmol) in water (10 ml) at rt under N2 atmosphere. The reaction mixture was stirred at rt for 18 h and then heated to reflux for 3.5 h. The solution was concentrated in vacuo, 5% NaOH (100 ml) was added, and the reaction mixture was extracted with CH2Cl2 (200 ml). The organic layer was dried over MgSO4, c... The reactants are Cl (Hydrochloride), CCOC(=O)C1(CCNCC1)C2=CC=CC=C2 (Norpethidine), C(C)OCCCCCl (4-ethoxybutylchloride), C(=O)([O-])[O-].[Na+].[Na+] (Na2CO3). Run in C(C)#N (acetonitrile). Conditions: time 72 hour. Yields the product Cl.C(C)OCCCCN1CCC(CC1)(C(=O)OCC)C1=CC=CC=C1 (Ethyl 1-[4-ethoxybutyl]-4-phenyl-4-piperidinecarboxylate hydrochloride). As a reaction SMILES: [CH3:1][CH2:2][O:3][C:4]([C:6]1([C:12]2[CH:17]=[CH:16][CH:15]=[CH:14][CH:13]=2)[CH2:11][CH2:10][NH:9][CH2:8][CH2:7]1)=[O:5].[CH2:18]([O:20][CH2:21][CH2:22][CH2:23][CH2:24][Cl:25])[CH3:19].C([O-])([O-])=O.[Na+].[Na+].Cl>C(#N)C>[ClH:25].[CH2:18]([O:20][CH2:21][CH2:22][CH2:23][CH2:24][N:9]1[CH2:8][CH2:7][C:6]([C:12]2[CH:13]=[CH:14][CH:15]=[CH:16][CH:17]=2)([C:4]([O:3][CH2:2][CH3:1])=[O:5])[CH2:11][CH2:10]1)[CH3:19] |f:2.3.4,7.8|. Procedure details: Norpethidine (15.63 g, 67 mmol), 4-ethoxybutylchloride (10.67 g, 70 mmol), Na2CO3 (7.77 g, 73 mmol), KI (0.6 g) and acetonitrile (150 ml) were heated under reflux and stirring for 72 h. The mixture was filtered and the solvent removed. The residue was dissolved in diethyl ether, and the solution washed with water and dried (MgSO4). Destillation yielded 17.9 g of base boiling at 160°-163° C./0.05 mm Hg. B.p. acc. to J. Chem. Soc. 3062 (1958) 180° C./1 mm Hg. Hydrochloride m.p. 143°-145° C. The reactants are [BH4-].[Na+] (sodium borohydride), ClC=1C(=NC(=C(C1C=O)Cl)F)F (3,5-dichloro-2,6-difluoropyridine-4-carboxaldehyde), Cl (hydrochloric acid). Run in C(C)O (ethanol). Reaction conditions: temperature 0 celsius. The product is ClC=1C(=NC(=C(C1CO)Cl)F)F (3,5-dichloro-2,6-difluoro4-hydroxymethylpyridine). Yield: 58.4%. As a reaction SMILES: [Cl:1][C:2]1[C:3]([F:12])=[N:4][C:5]([F:11])=[C:6]([Cl:10])[C:7]=1[CH:8]=[O:9].[BH4-].[Na+].Cl>C(O)C>[Cl:10][C:6]1[C:5]([F:11])=[N:4][C:3]([F:12])=[C:2]([Cl:1])[C:7]=1[CH2:8][OH:9] |f:1.2|. Procedure: To a mixture of 5.0 g (0.024 mole) of 3,5-dichloro-2,6-difluoropyridine-4-carboxaldehyde (from Step B) in 100 ml of ethanol that had been cooled to 0° C. was added slowly 1.4 g (0.037 mole) of sodium borohydride. After complete addition the reaction mixture was allowed to warm to room temperature and was stirred for approxmately seventeen hours. The reaction mixture was quenched with a stoichiometric amount of glacial acetic acid, and the ethanol was evaporated under reduced pressure, leaving a ... Product: O=c1ccc2ccc(OCCCNCC3COc4ccc(OCc5ccccc5)cc4O3)cc2o1. As a reaction SMILES: [CH2:1]([c:2]1[cH:3][cH:4][cH:5][cH:6][cH:7]1)[O:8][c:9]1[cH:10][cH:11][c:12]2[c:13]([cH:20]1)[O:14][CH:15]([CH2:18][NH2:19])[CH2:16][O:17]2.[CH:37]([N:38]([CH:39]([CH3:40])[CH3:41])[CH2:42][CH3:43])([CH3:44])[CH3:45].[Cl:21][CH2:22][CH2:23][CH2:24][O:25][c:26]1[cH:27][cH:28][c:29]2[cH:30][cH:31][c:32](=[O:36])[o:33][c:34]2[cH:35]1.[I-:47].[Na+:46].[O:48]=[CH:49][N:50]([CH3:51])[CH3:52]>>[CH2:1]([c:2]1[cH:3][cH:4][cH:5][cH:6][cH:7]1)[O:8][c:9]1[cH:10][cH:11][c:12]2[c:13]([cH:20]1)[O:14][CH:15]([CH2:18][NH:19][CH2:22][CH2:23][CH2:24][O:25][c:26]1[cH:27][cH:28][c:29]3[cH:30][cH:31][c:32](=[O:36])[o:33][c:34]3[cH:35]1)[CH2:16][O:17]2. Starting materials: NCC1COc2ccc(OCc3ccccc3)cc2O1, CCN(C(C)C)C(C)C, O=c1ccc2ccc(OCCCCl)cc2o1, [I-], [Na+], CN(C)C=O. The reactants are C(CCC)O (butanol), N(=[N+]=[N-])CCOCCOCCOC (1-azido-2-(2-(2-methoxyethoxy)ethoxy)ethane), C#CCCC (pent-1-yne), O[C@@H](CO)[C@H]1OC(C(=C1[O-])O)=O.[Na+] (sodium (R)-2-((S)-1,2-dihydroxyethyl)-4-hydroxy-5-oxo-2,5-dihydrofuran-3-olate), O (water). Reagents/catalysts: S(=O)(=O)([O-])[O-].[Cu+2] (copper (II) sulfate). The product is COCCOCCCOCN1N=NC(=C1)CCC (1-((3-(2-methoxyethoxy)propoxy)methyl)-4-propyl-1H-1,2,3-triazole). Reaction SMILES: [N:1]([CH2:4]COCCOCCOC)=[N+:2]=[N-:3].[CH:14]#[C:15][CH2:16][CH2:17][CH3:18].O[C@H:20]([C@@H:23]1C([O-])=[C:26]([OH:29])[C:25](=O)[O:24]1)[CH2:21][OH:22].[Na+].O.[CH2:33](O)CCC>S([O-])([O-])(=O)=O.[Cu+2]>[CH3:33][O:29][CH2:26][CH2:25][O:24][CH2:23][CH2:20][CH2:21][O:22][CH2:4][N:1]1[CH:14]=[C:15]([CH2:16][CH2:17][CH3:18])[N:3]=[N:2]1 |f:2.3,6.7|. Reported procedure: 1-azido-2-(2-(2-methoxyethoxy)ethoxy)ethane (7.0 g, 37.0 mmol), pent-1-yne (2.52 g, 37.0 mmol), sodium (R)-2-((S)-1,2-dihydroxyethyl)-4-hydroxy-5-oxo-2,5-dihydrofuran-3-olate (0.037 g, 0.19 mmol) and copper (II) sulfate (5.90 mg, 0.037 mmol) were added in a mixture of 1:2 (v/v) solution of water:butanol, yielding a product of 1-((3-(2-methoxyethoxy)propoxy)methyl)-4-propyl-1H-1,2,3-triazole.